From a dataset of the Open Reaction Database (ORD), a public repository of structured organic reaction records. describe an organic reaction: reactants, conditions, products, and yield The reactants are CO, CC1(CCC[N+](=O)[O-])OCCO1. The product is CC1(CCCN)OCCO1. As a reaction SMILES: [CH3:13][OH:14].[CH3:1][C:2]1([CH2:7][CH2:8][CH2:9][N+:10]([O-:11])=[O:12])[O:3][CH2:4][CH2:5][O:6]1>>[CH3:1][C:2]1([CH2:7][CH2:8][CH2:9][NH2:10])[O:3][CH2:4][CH2:5][O:6]1. The reactants are CCC1C(=O)Nc2ccc(F)cc2N1S(=O)(=O)c1ccc(OC(=O)[O-])cc1, CCCN1C(=O)C(CC)N(S(=O)(=O)c2ccc(O)cc2)c2cc(F)ccc21, CCI. Yields the product CCC1C(=O)N(CC)c2ccc(F)cc2N1S(=O)(=O)c1ccc(O)cc1. Reaction SMILES: [C:1](=[O:2])([O-:3])[O:4][c:5]1[cH:6][cH:7][c:8]([S:9]([N:10]2[c:11]3[c:12]([cH:13][cH:14][c:15]([F:16])[cH:17]3)[NH:18][C:19](=[O:20])[CH:21]2[CH2:22][CH3:23])(=[O:24])=[O:25])[cH:26][cH:27]1.[CH2:31]([CH3:32])[CH:33]1[C:34](=[O:57])[N:35]([CH2:54][CH2:55][CH3:56])[c:36]2[cH:37][cH:38][c:39]([F:53])[cH:40][c:41]2[N:42]1[S:43](=[O:44])(=[O:45])[c:46]1[cH:47][cH:48][c:49]([OH:52])[cH:50][cH:51]1.[I:28][CH2:29][CH3:30]>>[CH2:31]([CH3:32])[CH:33]1[C:34](=[O:57])[N:35]([CH2:54][CH3:55])[c:36]2[cH:37][cH:38][c:39]([F:53])[cH:40][c:41]2[N:42]1[S:43](=[O:44])(=[O:45])[c:46]1[cH:47][cH:48][c:49]([OH:52])[cH:50][cH:51]1. Starting materials: [Na+].[Cl-] (NaCl), Cl.NO (hydroxylamine hydrochloride), CC(=O)O[Na].O.O.O (CH3CO2Na.3H2O), Cl.N12CC(C(CC1)CC2)=O (3-Quinuclidinone hydrochloride). The solvent is O (water). Reaction conditions: temperature 70 celsius, time 1 hour. The product is N12CC(C(CC1)CC2)=NO (3-quinuclidone oxime). Yield: 107.0%. RXN SMILES: Cl.[N:2]12[CH2:9][CH2:8][CH:5]([CH2:6][CH2:7]1)[C:4](=O)[CH2:3]2.Cl.[NH2:12][OH:13].CC(O[Na])=O.O.O.O.[Na+].[Cl-]>O>[N:2]12[CH2:9][CH2:8][CH:5]([CH2:6][CH2:7]1)[C:4](=[N:12][OH:13])[CH2:3]2 |f:0.1,2.3,4.5.6.7,8.9|. Procedure details: 32.33 g (200 mmol) of 3-Quinuclidinone hydrochloride was dissolved in 75 ml of water, and to the solution of hydroxylamine hydrochloride (16.4 g; 236 mmol) and CH3CO2Na.3H2O (80 g; 588 mmol) was added. The mixture was stirred at 70° C. for 1 hour. Then NaCl (10 g) was dissolved in the mixture and was cooled to 0° C. Separated crystals were filtered and carefully dried. The obtained crude 3-quinuclidone oxime (approx. 30 g) was used in the next step of the synthesis without further purification. The reactants are BrCCCBr, O=C([O-])[O-], CC(C)(C)OC(=O)CC#N, CCC(C)=O, [I-], [K+], [K+], [Na+]. The product is CC(C)(C)OC(=O)C1(C#N)CCC1. As a reaction SMILES: [Br:11][CH2:12][CH2:13][CH2:14][Br:15].[C:16](=[O:17])([O-:18])[O-:19].[C:1](#[N:2])[CH2:3][C:4](=[O:5])[O:6][C:7]([CH3:8])([CH3:9])[CH3:10].[CH2:24]([C:25]([CH3:26])=[O:27])[CH3:28].[I-:22].[K+:20].[K+:21].[Na+:23]>>[C:1](#[N:2])[C:3]1([C:4](=[O:5])[O:6][C:7]([CH3:8])([CH3:9])[CH3:10])[CH2:12][CH2:13][CH2:14]1. Starting materials: N1=CC=CC2=CC(=CC=C12)N (quinolin-6-ylamine), O.O.Cl[Sn]Cl (SnCl2.2H2O), Cl (HCl), N(=O)[O-].[Na+] (NaNO2), Cl (HCl). Conditions: time 1 hour. Yields the product Cl.N1=CC=CC2=CC(=CC=C12)NN (1-(quinolin-6-yl)hydrazine hydrochloride). The yield is 62.8%. Reaction SMILES: [N:1]1[C:10]2[C:5](=[CH:6][C:7]([NH2:11])=[CH:8][CH:9]=2)[CH:4]=[CH:3][CH:2]=1.Cl.[N:13]([O-])=O.[Na+].O.O.[Cl:19][Sn]Cl>>[ClH:19].[N:1]1[C:10]2[C:5](=[CH:6][C:7]([NH:11][NH2:13])=[CH:8][CH:9]=2)[CH:4]=[CH:3][CH:2]=1 |f:2.3,4.5.6,7.8|. Reported procedure: To a solution of quinolin-6-ylamine (5 g, 35 mmol) in cone. HCl (12 mL) was added dropwise an aqueous solution (4 mL) of NaNO2 (2.42 g, 35 mmol) at 0° C. The resulting mixture was stirred for 1 h and then treated dropwise with a solution of SnCl2.2H2O (15.8 g, 70 mmol) in cone. HCl (15 mL) at 0° C. The reaction mixture was stirred for 2 h at RT. The precipitate was collected and washed with EtOH and Et2O to yield 1-(quinolin-6-yl)hydrazine hydrochloride (4.3 g, 77% yield) as a yellow powder, whi...